This data is from the Open Reaction Database (ORD), a public repository of structured organic reaction records. The task is: describe an organic reaction: reactants, conditions, products, and yield Run at time 5 minute. The solvent is C(C)(=O)OC(C)C (isopropyl acetate). RXN SMILES: C(O)(=O)CCC(O)=O.[C:9](=[O:12])([OH:11])[OH:10].[NH:13]1[CH2:17][CH2:16][C@@H:15]([NH:18][C:19]2[C:20]3[CH:21]=[CH:22][N:23]=[CH:24][C:25]=3[CH:26]=[CH:27][CH:28]=2)[CH2:14]1.[OH-].[Na+]>C(OC(C)C)(=O)C>[C:9](=[O:10])([OH:12])[OH:11].[NH:13]1[CH2:17][CH2:16][C@@H:15]([NH:18][C:19]2[C:20]3[CH:21]=[CH:22][N:23]=[CH:24][C:25]=3[CH:26]=[CH:27][CH:28]=2)[CH2:14]1 |f:0.1.2,3.4,6.7|. Procedure details: (R)-N-(pyrrolidin-3-yl)isoquinolin-5-amine carbonate succinic acid salt (3.0 g, 9.06 mmol, from Example 5) was slurried in 100 mL of isopropyl acetate. To the slurry was added 0.5 N NaOH (50 mL) and the biphasic mixture was stirred until all solids dissolved. The aqueous layer was separated and the organic layer was washed with 50 mL of water. CO2 gas was bubbled through the wet isopropyl acetate solution with stirring. The solution became light yellow and a solid began to form. After 5 minutes,... Reactants: C(CCC(=O)O)(=O)O.C(O)(O)=O.N1C[C@@H](CC1)NC=1C=2C=CN=CC2C=CC1 ((R)-N-(pyrrolidin-3-yl)isoquinolin-5-amine carbonate succinic acid salt), [OH-].[Na+] (NaOH). Product: C(O)(O)=O.N1C[C@@H](CC1)NC=1C=2C=CN=CC2C=CC1 ((R)-N-(pyrrolidin-3-yl)isoquinolin-5-amine carbonic acid salt), solid. The reactants are CCOC(=O)CCC(C#N)ON=C(c1ccc(OC)cc1)c1ccc(OC)cc1, C1COCCO1. The product is COc1ccc(C(=NOC(C#N)CCC(=O)O)c2ccc(OC)cc2)cc1. RXN SMILES: [C:1](#[N:2])[CH:3]([CH2:4][CH2:5][C:6](=[O:7])[O:8][CH2:9][CH3:10])[O:11][N:12]=[C:13]([c:14]1[cH:15][cH:16][c:17]([O:20][CH3:21])[cH:18][cH:19]1)[c:22]1[cH:23][cH:24][c:25]([O:28][CH3:29])[cH:26][cH:27]1.[O:30]1[CH2:31][CH2:32][O:33][CH2:34][CH2:35]1>>[C:1](#[N:2])[CH:3]([CH2:4][CH2:5][C:6](=[O:7])[OH:8])[O:11][N:12]=[C:13]([c:14]1[cH:15][cH:16][c:17]([O:20][CH3:21])[cH:18][cH:19]1)[c:22]1[cH:23][cH:24][c:25]([O:28][CH3:29])[cH:26][cH:27]1. Starting materials: ON=C(C1=CC=C(C=C1)OCCCC1CCN(CC1)CCCO)N (N′-hydroxy-4-{3-[1-(3-hydroxypropyl)-4-piperidinyl]propoxy}benzamidine), C(C)(=O)OC(C)=O (acetic anhydride). Reagents/catalysts: [C].[Pd] (palladium-carbon). Solvent: C(C)(=O)O (acetic acid). Conditions: time 1 hour. Product: OCCCN1CCC(CC1)CCCOC1=CC=C(C(=N)N)C=C1 (4-{3-[1-(3-hydroxypropyl)-4-piperidinyl]propoxy}benzamidine). Isolated yield 110.5%. Reaction SMILES: O[N:2]=[C:3]([NH2:24])[C:4]1[CH:9]=[CH:8][C:7]([O:10][CH2:11][CH2:12][CH2:13][CH:14]2[CH2:19][CH2:18][N:17]([CH2:20][CH2:21][CH2:22][OH:23])[CH2:16][CH2:15]2)=[CH:6][CH:5]=1.C(OC(=O)C)(=O)C>[C].[Pd].C(O)(=O)C>[OH:23][CH2:22][CH2:21][CH2:20][N:17]1[CH2:16][CH2:15][CH:14]([CH2:13][CH2:12][CH2:11][O:10][C:7]2[CH:6]=[CH:5][C:4]([C:3]([NH2:24])=[NH:2])=[CH:9][CH:8]=2)[CH2:19][CH2:18]1 |f:2.3|. Procedure details: To an acetic acid (50 mL) suspension of 4.58 g of N′-hydroxy-4-{3-[1-(3-hydroxypropyl)-4-piperidinyl]propoxy}benzamidine was added 2.59 mL of acetic anhydride at room temperature, which was then stirred at the same temperature for one hour. To the reaction mixture was added 0.50 g of 5% palladium-carbon, which was then stirred at room temperature under hydrogen atmosphere for 5 hours and 30 minutes. Insoluble matter was filtered off, and the solvent was distilled off under reduced pressure. Wate... The reactants are FC(C(=O)O)(F)F (trifluoroacetic acid), C(C)(C)(C)OC(N[C@@H](CC(C)C)CN1CCN(CC1)C(C1=CC=C(C=C1)F)C1=CC=C(C=C1)F)=O ((S)-(1-{4-[Bis-(4-fluoro-phenyl)-methyl]-piperazin-1-ylmethyl}-3-methyl-butyl)-carbamic acid tert-butyl ester), Cl (HCl). Run in CCOCC (ether), C(Cl)Cl (CH2Cl2). Conditions: time 3 hour. The product is Cl.FC1=CC=C(C=C1)C(N1CCN(CC1)C[C@H](CC(C)C)N)C1=CC=C(C=C1)F ((S)-1-{4-[Bis-(4-fluoro-phenyl)-methyl]-piperazin-1-ylmethyl}-3-methyl-butylamine monohydrochloride). As a reaction SMILES: C(OC(=O)[NH:7][C@H:8]([CH2:13][N:14]1[CH2:19][CH2:18][N:17]([CH:20]([C:28]2[CH:33]=[CH:32][C:31]([F:34])=[CH:30][CH:29]=2)[C:21]2[CH:26]=[CH:25][C:24]([F:27])=[CH:23][CH:22]=2)[CH2:16][CH2:15]1)[CH2:9][CH:10]([CH3:12])[CH3:11])(C)(C)C.FC(F)(F)C(O)=O.[ClH:43]>C(Cl)Cl.CCOCC>[ClH:43].[F:27][C:24]1[CH:25]=[CH:26][C:21]([CH:20]([C:28]2[CH:29]=[CH:30][C:31]([F:34])=[CH:32][CH:33]=2)[N:17]2[CH2:16][CH2:15][N:14]([CH2:13][C@@H:8]([NH2:7])[CH2:9][CH:10]([CH3:12])[CH3:11])[CH2:19][CH2:18]2)=[CH:22][CH:23]=1 |f:5.6|. Reported procedure: (S)-(1-{4-[Bis-(4-fluoro-phenyl)-methyl]-piperazin-1-ylmethyl}-3-methyl-butyl)carbamic acid tert-butyl ester (0.225 g, 0.461 mmol, Example 35) was dissolved in CH2Cl2 (4 mL) under nitrogen at ambient temperature. To this solution was added trifluoroacetic acid (0.5 mL). The resulting reaction mixture was stirred for 3 hours, then concentrated in vacuo. The viscous pale-amber oil obtained was dissolved in 5 mL of ether and treated with 3.3 mL of saturated ethereal HCl. The resulting white precipi... Starting materials: CCN(C(C)C)C(C)C, O=C(Cl)OCc1ccccc1, NCC1Cc2ccc3c(c2O1)CCCC3. Yields the product O=C(NCC1Cc2ccc3c(c2O1)CCCC3)OCc1ccccc1. As a reaction SMILES: [CH:16]([N:17]([CH:18]([CH3:19])[CH3:20])[CH2:21][CH3:22])([CH3:23])[CH3:24].[Cl:25][C:26](=[O:27])[O:28][CH2:29][c:30]1[cH:31][cH:32][cH:33][cH:34][cH:35]1.[O:1]1[c:2]2[c:3]([cH:8][cH:9][c:10]3[c:15]2[CH2:14][CH2:13][CH2:12][CH2:11]3)[CH2:4][CH:5]1[CH2:6][NH2:7]>>[O:1]1[c:2]2[c:3]([cH:8][cH:9][c:10]3[c:15]2[CH2:14][CH2:13][CH2:12][CH2:11]3)[CH2:4][CH:5]1[CH2:6][NH:7][C:26](=[O:27])[O:28][CH2:29][c:30]1[cH:31][cH:32][cH:33][cH:34][cH:35]1. The reactants are above-identified compound, NC1=NC(C=2C(=N1)N=CC2CN)=O (2-amino-5-aminomethylpyrrolo[2,3-d]pyrimidin-4-one), COC1=CC=C(CCl)C=C1 (p-methoxybenzyl chloride). The product is NC1=NC(C=2C(=N1)N=CC2CNCC2=CC=C(C=C2)OC)=O (2-amino-5-(p-methoxybenzyl)aminomethylpyrrolo[2,3-d]pyrimidin-4-one). Reaction SMILES: [NH2:1][C:2]1[N:7]=[C:6]2[N:8]=[CH:9][C:10]([CH2:11][NH2:12])=[C:5]2[C:4](=[O:13])[N:3]=1.[CH3:14][O:15][C:16]1[CH:23]=[CH:22][C:19]([CH2:20]Cl)=[CH:18][CH:17]=1>>[NH2:1][C:2]1[N:7]=[C:6]2[N:8]=[CH:9][C:10]([CH2:11][NH:12][CH2:20][C:19]3[CH:22]=[CH:23][C:16]([O:15][CH3:14])=[CH:17][CH:18]=3)=[C:5]2[C:4](=[O:13])[N:3]=1. Reported procedure: By the same procedure as Example 5, 162 mg of the above-identified compound is synthesized from 252 mg of 2-amino-5-aminomethylpyrrolo[2,3-d]pyrimidin-4-one (dihydrochloride) and 157 mg of p-methoxybenzyl chloride. Procedure: To compound 53a, 2-{5-[1-(3,5-Bis-trifluoromethyl-benzyl)-piperidin-3-yl]-4′-trifluoromethyl-biphenyl-3-yl}-4-methyl-pentanoic acid ethyl ester (106.5 mg, 0.16 mmol) in EtOH (7.9 ml) was added 2M KOH (0.79 ml, 1.6 mmol). The reaction was heated to 78° C. for 1 hour, cooled to room temperature, and concentrated in vacuo. Purification via Gilson HPLC, salt exchange with 1N HCl (aqueous) gave the product as a white lyophilate, (72.3 mg, 67%). 1H NMR (300 MHz, MeOD) δ ppm 0.94 (dd, J=6.22, 2.07 Hz, ... Conditions: temperature 78 celsius. Starting materials: compound 53a, C(C)OC(C(CC(C)C)C=1C=C(C=C(C1)C1CN(CCC1)CC1=CC(=CC(=C1)C(F)(F)F)C(F)(F)F)C1=CC=C(C=C1)C(F)(F)F)=O (2-{5-[1-(3,5-Bis-trifluoromethyl-benzyl)-piperidin-3-yl]-4′-trifluoromethyl-biphenyl-3-yl}-4-methyl-pentanoic acid ethyl ester), [OH-].[K+] (KOH). Run in CCO (EtOH). The product is FC(C=1C=C(CN2CC(CCC2)C=2C=C(C=C(C2)C2=CC=C(C=C2)C(F)(F)F)C(C(=O)O)CC(C)C)C=C(C1)C(F)(F)F)(F)F (2-{5-[1-(3,5-Bis-trifluoromethyl-benzyl)-piperidin-3-yl]-4′-trifluoromethyl-biphenyl-3-yl}-4-methyl-pentanoic acid). Reaction SMILES: C([O:3][C:4](=[O:47])[CH:5]([C:10]1[CH:11]=[C:12]([C:37]2[CH:42]=[CH:41][C:40]([C:43]([F:46])([F:45])[F:44])=[CH:39][CH:38]=2)[CH:13]=[C:14]([CH:16]2[CH2:21][CH2:20][CH2:19][N:18]([CH2:22][C:23]3[CH:28]=[C:27]([C:29]([F:32])([F:31])[F:30])[CH:26]=[C:25]([C:33]([F:36])([F:35])[F:34])[CH:24]=3)[CH2:17]2)[CH:15]=1)[CH2:6][CH:7]([CH3:9])[CH3:8])C.[OH-].[K+]>CCO>[F:32][C:29]([F:30])([F:31])[C:27]1[CH:28]=[C:23]([CH:24]=[C:25]([C:33]([F:34])([F:36])[F:35])[CH:26]=1)[CH2:22][N:18]1[CH2:19][CH2:20][CH2:21][CH:16]([C:14]2[CH:15]=[C:10]([CH:5]([CH2:6][CH:7]([CH3:9])[CH3:8])[C:4]([OH:47])=[O:3])[CH:11]=[C:12]([C:37]3[CH:42]=[CH:41][C:40]([C:43]([F:46])([F:44])[F:45])=[CH:39][CH:38]=3)[CH:13]=2)[CH2:17]1 |f:1.2|. The reactants are CN(C)C (Trimethylamine), C(Br)C1CO1 (epibromohydrin). Run in CC(=O)C (acetone). Run at temperature 10 celsius, time 60 hour. The product is [Br-].O1C(C[N+](C)(C)C)C1 (2,3-epoxypropyltrimethylammonium bromide). The yield is 93.4%. RXN SMILES: [CH3:1][N:2]([CH3:4])[CH3:3].[CH2:5]([CH:7]1[O:9][CH2:8]1)[Br:6]>CC(C)=O>[Br-:6].[O:9]1[CH2:8][CH:7]1[CH2:5][N+:2]([CH3:4])([CH3:3])[CH3:1] |f:3.4|. Procedure details: A flask equipped with a sparger, mechanical stirrer, thermometer and efficiency condenser was charged with acetone (500 milliliters) at ambient temperature. Trimethylamine (58 grams, 0.98 mol) was charged into the solution. The pot was cooled to 10° C. and epibromohydrin (137 grams, 1.0 mol) was added dropwise over a 1 hour period. The resultant cloudy solution was allowed to slowly rise to ambient temperature and stand for 60 hours. Precipitate was collected by filtration washed with acetone (6...